Dataset: the Open Reaction Database (ORD), a public repository of structured organic reaction records. Task: describe an organic reaction: reactants, conditions, products, and yield The reactants are ClC=1C2=C(N=CN1)C(=CN2CC=O)C(C(F)(F)F)(O)C=2C=C1C=NN(C1=CC2)C2=CC=C(C=C2)F ((4-chloro-7-{2,2,2-trifluoro-1-[1-(4-fluorophenyl)-1H-indazol-5-yl]-1-hydroxyethyl}pyrrolo[3,2-d]pyrimidin-5-yl)acetaldehyde), [BH4-].[Na+] (NaBH4). Solvent: C1CCOC1 (THF). Run at time 2 hour. The product is ClC=1C2=C(N=CN1)C(=CN2CCO)C(C(F)(F)F)(O)C=2C=C1C=NN(C1=CC2)C2=CC=C(C=C2)F (1-[4-Chloro-5-(2-hydroxyethyl)-5H-pyrrolo[3,2-d]pyrimidin-7-yl]-2,2,2-trifluoro-1-[1-(4-fluorophenyl)-1H-indazol-5-yl]ethanol). Isolated yield 52.7%. RXN SMILES: [Cl:1][C:2]1[C:3]2[N:10]([CH2:11][CH:12]=[O:13])[CH:9]=[C:8]([C:14]([C:20]3[CH:21]=[C:22]4[C:26](=[CH:27][CH:28]=3)[N:25]([C:29]3[CH:34]=[CH:33][C:32]([F:35])=[CH:31][CH:30]=3)[N:24]=[CH:23]4)([OH:19])[C:15]([F:18])([F:17])[F:16])[C:4]=2[N:5]=[CH:6][N:7]=1.[BH4-].[Na+]>C1COCC1>[Cl:1][C:2]1[C:3]2[N:10]([CH2:11][CH2:12][OH:13])[CH:9]=[C:8]([C:14]([C:20]3[CH:21]=[C:22]4[C:26](=[CH:27][CH:28]=3)[N:25]([C:29]3[CH:30]=[CH:31][C:32]([F:35])=[CH:33][CH:34]=3)[N:24]=[CH:23]4)([OH:19])[C:15]([F:18])([F:17])[F:16])[C:4]=2[N:5]=[CH:6][N:7]=1 |f:1.2|. Reported procedure: To a room temperature solution of (4-chloro-7-{2,2,2-trifluoro-1-[1-(4-fluorophenyl)-1H-indazol-5-yl]-1-hydroxyethyl}pyrrolo[3,2-d]pyrimidin-5-yl)acetaldehyde (91 mg, 0.18 mmol) in 3 mL of THF was added NaBH4 (4 mg, 0.09 mmol, 0.5 equiv.). After 2 hours, the reaction was quenched with water and extracted with EtOAc. The organics were dried, filtered, and concentrated in vacuo. The residue was purified by HPLC (5-95% CH3CN/water 0.1% TFA). The desired peaks were combined, made basic with saturate... The reactants are solution, C(#N)C(CC(=O)O)C1=CC(=C(C=C1)Cl)Cl ((-)-3-cyano-3-(3,4-dichlorophenyl)propionic acid), B (borane), [H][H] (hydrogen). The solvent is C1CCOC1 (THF), C1CCOC1 (THF). Reaction conditions: temperature 0 celsius. Yields the product ClC=1C=C(C=CC1Cl)C(CN)CCO ((+)-2-(3,4-dichlorophenyl)-4-hydroxy butylamine). The yield is 67.9%. As a reaction SMILES: [C:1]([CH:3]([C:8]1[CH:13]=[CH:12][C:11]([Cl:14])=[C:10]([Cl:15])[CH:9]=1)[CH2:4][C:5](O)=[O:6])#[N:2].[H][H].B>C1COCC1>[Cl:15][C:10]1[CH:9]=[C:8]([CH:3]([CH2:4][CH2:5][OH:6])[CH2:1][NH2:2])[CH:13]=[CH:12][C:11]=1[Cl:14]. Reported procedure: 350 ml of a 1 molar solution of BH3 in THF are added to a solution of 244 g (1 mol) of (-)-3-cyano-3-(3,4-dichlorophenyl)propionic acid in 500 ml of THF, cooled to 0° C. When the evolution of hydrogen has ceased, 650 ml of the borane solution are added at 20° C., followed by 1000 ml at 40° C. When the reaction is complete, the excess borane is destroyed by the addition of methanol and the reaction mixture is concentrated to dryness. The concentrate is dissolved in 500 ml of water, acidified with... Reactants: C(C)(C)(C)OC(N(C)[C@@H]1CN(C[C@H]1C1=CC=CC=C1)C(=O)N1CCN(CC1)S(=O)(=O)C)=O (rac-[(3S,4R)-1-(4-methanesulfonyl-piperazine-1-carbonyl)-4-phenyl-pyrrolidin-3-yl]-methyl-carbamic acid tert-butyl ester), C(=O)(C(F)(F)F)O (TFA), C(Cl)Cl (CH2Cl2). Yields the product ClC1=CC=C(C=C1)[C@@H]1CN(C[C@H]1NC)C(=O)N1CCN(CC1)S(=O)(=O)C (rac-[(3R,4S)-3-(4-Chloro-phenyl)-4-methylamino-pyrrolidin-1-yl]-(4-methanesulfonyl-piperazin-1-yl)-methanone). Yield: 98.0%. RXN SMILES: C(O[C:6](=O)[N:7]([C@H:9]1[C@H:13]([C:14]2[CH:19]=[CH:18][CH:17]=[CH:16][CH:15]=2)[CH2:12][N:11]([C:20]([N:22]2[CH2:27][CH2:26][N:25]([S:28]([CH3:31])(=[O:30])=[O:29])[CH2:24][CH2:23]2)=[O:21])[CH2:10]1)C)(C)(C)C.C(O)(C(F)(F)F)=O.C(Cl)[Cl:41]>>[Cl:41][C:17]1[CH:18]=[CH:19][C:14]([C@H:13]2[C@H:9]([NH:7][CH3:6])[CH2:10][N:11]([C:20]([N:22]3[CH2:27][CH2:26][N:25]([S:28]([CH3:31])(=[O:30])=[O:29])[CH2:24][CH2:23]3)=[O:21])[CH2:12]2)=[CH:15][CH:16]=1. Procedure: To a solution of rac-[(3S,4R)-1-(4-methanesulfonyl-piperazine-1-carbonyl)-4-phenyl-pyrrolidin-3-yl]-methyl-carbamic acid tert-butyl ester (0.86 g, 1.61 mmol) in CH2Cl2 (12 ml) was added TFA (3 ml) at RT. Stirring was continued over night. The reaction mixture was then concentrated under vacuo, the crude dissolved in CH2Cl2, washed with aq.NaHCO3 and the organic phase dried over Na2SO4. Purification by flash chromatography (SiO2, CH2Cl2/MeOH 95:5) yielded 0.68 g (98%) of the title compound as a w... The reactants are Clc1ccccc1N1CCNCC1, COc1ccc2nc(CCl)sc2n1. Product: COc1ccc2nc(CN3CCN(c4ccccc4Cl)CC3)sc2n1. As a reaction SMILES: [Cl:14][c:15]1[c:16]([N:21]2[CH2:22][CH2:23][NH:24][CH2:25][CH2:26]2)[cH:17][cH:18][cH:19][cH:20]1.[Cl:1][CH2:2][c:3]1[s:4][c:5]2[n:6][c:7]([O:12][CH3:13])[cH:8][cH:9][c:10]2[n:11]1>>[CH2:2]([c:3]1[s:4][c:5]2[n:6][c:7]([O:12][CH3:13])[cH:8][cH:9][c:10]2[n:11]1)[N:24]1[CH2:23][CH2:22][N:21]([c:16]2[c:15]([Cl:14])[cH:20][cH:19][cH:18][cH:17]2)[CH2:26][CH2:25]1. Starting materials: [BH4-], c1ccc(CN2CCNCC2)cc1, CO, NC(=O)c1ccc(Oc2ccc(C=O)cc2)nc1, [Na+]. The product is NC(=O)c1ccc(Oc2ccc(CN3CCN(Cc4ccccc4)CC3)cc2)nc1. RXN SMILES: [BH4-:32].[CH2:19]([c:20]1[cH:21][cH:22][cH:23][cH:24][cH:25]1)[N:26]1[CH2:27][CH2:28][NH:29][CH2:30][CH2:31]1.[CH3:34][OH:35].[CH:1](=[O:2])[c:3]1[cH:4][cH:5][c:6]([O:7][c:8]2[n:9][cH:10][c:11]([C:12](=[O:13])[NH2:14])[cH:15][cH:16]2)[cH:17][cH:18]1.[Na+:33]>>[CH2:1]([c:3]1[cH:4][cH:5][c:6]([O:7][c:8]2[n:9][cH:10][c:11]([C:12](=[O:13])[NH2:14])[cH:15][cH:16]2)[cH:17][cH:18]1)[N:29]1[CH2:28][CH2:27][N:26]([CH2:19][c:20]2[cH:21][cH:22][cH:23][cH:24][cH:25]2)[CH2:31][CH2:30]1. RXN SMILES: CO.[CH3:3][Si](C=[N+]=[N-])(C)C.[F:10][C:11]1[CH:34]=[CH:33][C:14]([CH2:15][N:16]2[CH2:25][CH2:24][C:23]3[C:22]([C:26]([O:28][CH2:29][CH3:30])=[O:27])=[N:21][CH:20]=[C:19]([OH:31])[C:18]=3[C:17]2=[O:32])=[CH:13][CH:12]=1.C(O)(=O)C>C(Cl)(Cl)Cl>[F:10][C:11]1[CH:34]=[CH:33][C:14]([CH2:15][N:16]2[CH2:25][CH2:24][C:23]3[C:22]([C:26]([O:28][CH2:29][CH3:30])=[O:27])=[N:21][CH:20]=[C:19]([O:31][CH3:3])[C:18]=3[C:17]2=[O:32])=[CH:13][CH:12]=1. The product is FC1=CC=C(CN2C(C=3C(=CN=C(C3CC2)C(=O)OCC)OC)=O)C=C1 (Ethyl 6-(4-fluorobenzyl)-4-methoxy-5-oxo-5,6,7,8-tetrahydro-2,6-naphthyridine-1-carboxylate). Conditions: time 10 minute. Reactants: FC1=CC=C(CN2C(C=3C(=CN=C(C3CC2)C(=O)OCC)O)=O)C=C1 (ethyl 6-(4-fluorobenzyl)-4-hydroxy-5-oxo-5,6,7,8-tetrahydro-2,6-naphthyridine-1-carboxylate), CO (methanol), C[Si](C)(C)C=[N+]=[N-] (trimethylsilyl diazomethane), CO (methanol), C[Si](C)(C)C=[N+]=[N-] (trimethylsilyl diazomethane), C(C)(=O)O (acetic acid). Reported procedure: To a solution of chloroform (10 mL) and methanol (10 mL) was added trimethylsilyl diazomethane (2.0 M in hexanes, 5 mL, 0.01 mole). After stirring for 10 minutes at room temperature, ethyl 6-(4-fluorobenzyl)-4-hydroxy-5-oxo-5,6,7,8-tetrahydro-2,6-naphthyridine-1-carboxylate (1.6 g, 3.5 mmol) in chloroform was added. After 7 hours, methanol (5 mL) and trimethylsilyl diazomethane (2.5 mL, 0.005 mole) was added to the reaction mixture. After 1 hour, glacial acetic acid (3 mL) was added with gas evo... Solvent: C(Cl)(Cl)Cl (chloroform), C(Cl)(Cl)Cl (chloroform).